From a dataset of the Open Reaction Database (ORD), a public repository of structured organic reaction records. describe an organic reaction: reactants, conditions, products, and yield Starting materials: O=C([O-])O, Cc1ccc(Oc2ccc(N)cc2C)cn1, CN1CCCC1=O, Cn1c(-c2ccco2)cc2ncnc(Cl)c21, [Na+], O. Product: Cc1ccc(Oc2ccc(Nc3ncnc4cc(-c5ccco5)n(C)c34)cc2C)cn1. RXN SMILES: [C:40](=[O:41])([O-:42])[OH:43].[CH3:17][c:18]1[cH:19][c:20]([NH2:21])[cH:22][cH:23][c:24]1[O:25][c:26]1[cH:27][n:28][c:29]([CH3:32])[cH:30][cH:31]1.[CH3:33][N:34]1[CH2:35][CH2:36][CH2:37][C:38]1=[O:39].[Cl:1][c:2]1[c:3]2[c:4]([n:5][cH:6][n:7]1)[cH:8][c:9](-[c:12]1[o:13][cH:14][cH:15][cH:16]1)[n:10]2[CH3:11].[Na+:44].[OH2:45]>>[c:2]1([NH:21][c:20]2[cH:19][c:18]([CH3:17])[c:24]([O:25][c:26]3[cH:27][n:28][c:29]([CH3:32])[cH:30][cH:31]3)[cH:23][cH:22]2)[c:3]2[c:4]([n:5][cH:6][n:7]1)[cH:8][c:9](-[c:12]1[o:13][cH:14][cH:15][cH:16]1)[n:10]2[CH3:11]. Starting materials: CC1=NC2=C(C=CC=C2C(=C1)C)OCC=1C(=C(C=CC1Cl)S(=O)(=O)N1[C@@H](CCC1)C(=O)NCCN)Cl (1-[[3-[(2,4-dimethylquinolin-8-yl)oxymethyl]-2,4-dichlorophenyl]sulfonyl]-N-[2-aminoethyl]-2(S)-pyrrolidine-carboxamide), Cl.CN(CCCN=C=NCC)C (1-(3-dimethylaminopropyl)-3-ethylcarbodiimide hydrochloride), ON1N=NC2=C1N=CC=C2 (1-hydroxy-7-azabenzotriazole), [OH-].[Na+] (sodium hydroxide). The solvent is O (water), CN(C=O)C (DMF), CN(C=O)C (dimethylformamide). Reaction conditions: temperature 20 celsius, time 30 minute. The product is Cl.NN=CC1=CC=C(C(=O)O)C=C1 (4-(aminoiminomethyl)benzoic acid hydrochloride), expected product. The yield is 40.0%. RXN SMILES: Cl.CN(C)CCCN=C=NCC.O[N:14]1[C:18]2N=CC=CC=2N=[N:15]1.CC1C=C(C)C2C(=C([O:35][CH2:36][C:37]3[C:38](Cl)=[C:39](S(N4CCC[C@H]4C(NCCN)=O)(=O)=O)[CH:40]=[CH:41][C:42]=3[Cl:43])C=CC=2)N=1.[OH-:59].[Na+]>CN(C)C=O.O>[ClH:43].[NH2:15][N:14]=[CH:18][C:40]1[CH:41]=[CH:42][C:37]([C:36]([OH:35])=[O:59])=[CH:38][CH:39]=1 |f:0.1,4.5,8.9|. Reported procedure: A solution of 0.15 g (7.25.10-4 mol) of 4-(aminoiminomethyl)benzoic acid hydrochloride in 10 ml of dimethylformamide (DMF) is prepared and 0.15 g (7.98.10-4 mol) of 1-(3-dimethylaminopropyl)-3-ethylcarbodiimide hydrochloride (EDCI) and 0.11 g (7.25.10-4 mol) of 1-hydroxy-7-azabenzotriazole (HOAT) are added. The resulting mixture is stirred for 30 minutes at room temperature (about 20° C.) and a solution of 0.4 g (7.25.10-4 mol) of 1-[[3-[(2,4-dimethylquinolin-8-yl)oxymethyl]-2,4-dichlorophenyl]s... The reactants are Fc1ccc(F)c(CC2CCNCC2)c1, O=C1CCC(c2ccc(F)cc2)CC1. Yields the product Fc1ccc(C2CCC(N3CCC(Cc4cc(F)ccc4F)CC3)CC2)cc1. Reaction SMILES: [F:15][c:16]1[c:17]([CH2:18][CH:19]2[CH2:20][CH2:21][NH:22][CH2:23][CH2:24]2)[cH:25][c:26]([F:29])[cH:27][cH:28]1.[F:1][c:2]1[cH:3][cH:4][c:5]([CH:8]2[CH2:9][CH2:10][C:11](=[O:14])[CH2:12][CH2:13]2)[cH:6][cH:7]1>>[F:1][c:2]1[cH:3][cH:4][c:5]([CH:8]2[CH2:9][CH2:10][CH:11]([N:22]3[CH2:21][CH2:20][CH:19]([CH2:18][c:17]4[c:16]([F:15])[cH:28][cH:27][c:26]([F:29])[cH:25]4)[CH2:24][CH2:23]3)[CH2:12][CH2:13]2)[cH:6][cH:7]1.